This data is from the Open Reaction Database (ORD), a public repository of structured organic reaction records. The task is: describe an organic reaction: reactants, conditions, products, and yield Starting materials: ClCCl, CC1(C2(C(O)C(F)(F)C(F)(F)C(F)(F)C(F)(F)F)CC2)OCCO1, CO, [Cl-], [Na+], Cc1ccc(S(=O)(=O)O)cc1. The product is CC(=O)C1(C(O)C(F)(F)C(F)(F)C(F)(F)C(F)(F)F)CC1. RXN SMILES: [CH2:40]([Cl:41])[Cl:42].[CH3:1][C:2]1([C:7]2([CH:10]([OH:11])[C:12]([C:13]([C:14]([C:15]([F:16])([F:17])[F:18])([F:19])[F:20])([F:21])[F:22])([F:23])[F:24])[CH2:8][CH2:9]2)[O:3][CH2:6][CH2:5][O:4]1.[CH3:38][OH:39].[Cl-:37].[Na+:36].[c:25]1([CH3:26])[cH:27][cH:28][c:29]([S:30]([OH:31])(=[O:32])=[O:33])[cH:34][cH:35]1>>[CH3:1][C:2](=[O:3])[C:7]1([CH:10]([OH:11])[C:12]([C:13]([C:14]([C:15]([F:16])([F:17])[F:18])([F:19])[F:20])([F:21])[F:22])([F:23])[F:24])[CH2:8][CH2:9]1. The reactants are BrN1C(CCC1=O)=O (N-Bromosuccinimide), C(C1=CC=CC=C1)C1OC(OC1CC1=CC=CC=C1)=O (4,5-dibenzyl-1,3-dioxolan-2-one). Reagents/catalysts: [W] (tungsten). Solvent: C(Cl)(Cl)(Cl)Cl (CCl4). Reaction conditions: time 3 hour. Yields the product C(C1=CC=CC=C1)=C1OC(OC1=CC1=CC=CC=C1)=O (4,5-dibenzylidene-1,3-dioxolan-2-one). The yield is 63.5%. As a reaction SMILES: BrN1C(=O)CCC1=O.[CH2:9]([CH:16]1[CH:20]([CH2:21][C:22]2[CH:27]=[CH:26][CH:25]=[CH:24][CH:23]=2)[O:19][C:18](=[O:28])[O:17]1)[C:10]1[CH:15]=[CH:14][CH:13]=[CH:12][CH:11]=1>C(Cl)(Cl)(Cl)Cl.[W]>[CH:21](=[C:20]1[C:16](=[CH:9][C:10]2[CH:15]=[CH:14][CH:13]=[CH:12][CH:11]=2)[O:17][C:18](=[O:28])[O:19]1)[C:22]1[CH:23]=[CH:24][CH:25]=[CH:26][CH:27]=1. Procedure details: N-Bromosuccinimide (0.1033 g, 0.58 mmole) was added to a refluxing solution of 4,5-dibenzyl-1,3-dioxolan-2-one (75 mg, 0.28 mmole) in CCl4 (30 ml) under argon. The refluxing mixture was irradiated with a 75 watt unfrosted tungsten light for 0.5 h. Refluxing was continued for 3 h, then the solution was cooled, filtered, and the solvent removed in vacuo (20° C./15 mm Hg). Flash chromatography (ethyl ether-hexane eluent) gave 4,5-dibenzylidene-1,3-dioxolan-2-one (47 mg, 63%): mp115° C. (rapid heati... Starting materials: N1C(=CC=C1)C(N)=S (Pyrrole-2-carbothioamide), BrC(C(C1=CC=C(C=C1)OC)=O)C1=CC=C(C=C1)OC (α-bromo-4,4'-dimethoxydeoxybenzoin). The solvent is C(C)#N (acetonitrile). Run at temperature 60 celsius, time 50 minute. Yields the product COC1=CC=C(C=C1)C=1N=C(SC1C1=CC=C(C=C1)OC)C=1NC=CC1 (4,5-bis(4-methoxyphenyl)-2-(pyrrol-2-yl)-thiazole). The yield is 86.0%. RXN SMILES: [NH:1]1[CH:5]=[CH:4][CH:3]=[C:2]1[C:6](=[S:8])[NH2:7].Br[CH:10]([C:21]1[CH:26]=[CH:25][C:24]([O:27][CH3:28])=[CH:23][CH:22]=1)[C:11](=O)[C:12]1[CH:17]=[CH:16][C:15]([O:18][CH3:19])=[CH:14][CH:13]=1>C(#N)C>[CH3:28][O:27][C:24]1[CH:23]=[CH:22][C:21]([C:10]2[N:7]=[C:6]([C:2]3[NH:1][CH:5]=[CH:4][CH:3]=3)[S:8][C:11]=2[C:12]2[CH:13]=[CH:14][C:15]([O:18][CH3:19])=[CH:16][CH:17]=2)=[CH:26][CH:25]=1. Procedure details: Pyrrole-2-carbothioamide (cf. J. Org. Chem., 38, 667, 1973) (1.51 g, 12 mmole) and α-bromo-4,4'-dimethoxydeoxybenzoin (cf. Aust. J. Chem., 8, 385. 1955) (4.02 g, 12 mmole) are dissolved in acetonitrile (120 ml). The mixture is stirred at 60° C. for 50 minutes. After the reaction, the reaction mixture is distilled under reduced pressure to remove the solvent. To the resulting residue are added chloroform and aqueous solution of sodium carbonate, and the mixture is shaken. The chloroform layer is ... Starting materials: IC1=CC(N(C=C1)C(C(=O)OCC)CCCC)=O (ethyl 2-(4-iodo-2-oxopyridin-1(2H)-yl)hexanoate), ClC=1C=CC(=C(C1)B(O)O)C#N (5-chloro-2-cyanophenylboronic acid), [1,1-bis(diphenylphosphino)ferrocene]palladium(II) chloride dichloromethane. The product is ClC=1C=CC(=C(C1)C1=CC(N(C=C1)C(C(=O)OCC)CCCC)=O)C#N (Ethyl 2-[4-(5-chloro-2-cyanophenyl)-2-oxopyridin-1(2H)-yl]hexanoate). Reaction SMILES: I[C:2]1[CH:7]=[CH:6][N:5]([CH:8]([CH2:14][CH2:15][CH2:16][CH3:17])[C:9]([O:11][CH2:12][CH3:13])=[O:10])[C:4](=[O:18])[CH:3]=1.[Cl:19][C:20]1[CH:21]=[CH:22][C:23]([C:29]#[N:30])=[C:24](B(O)O)[CH:25]=1>>[Cl:19][C:20]1[CH:25]=[CH:24][C:23]([C:29]#[N:30])=[C:22]([C:2]2[CH:7]=[CH:6][N:5]([CH:8]([CH2:14][CH2:15][CH2:16][CH3:17])[C:9]([O:11][CH2:12][CH3:13])=[O:10])[C:4](=[O:18])[CH:3]=2)[CH:21]=1. Procedure details: 150 mg (0.41 mmol) of ethyl 2-(4-iodo-2-oxopyridin-1(2H)-yl)hexanoate (racemate) and 97 mg (0.53 mmol) of 5-chloro-2-cyanophenylboronic acid in the presence of [1,1-bis(diphenylphosphino)ferrocene]palladium(II) chloride/dichloromethane monoadduct were reacted according to General Method 2A. Yield: 114 mg (purity 95%, 70% of theory) Reactants: BrC=1C=CC(=C(C1)C1=NC2=CC=C(C=C2C=C1)C1=NC2=C(N1C1CCCCC1)C=CC(=C2)C(=O)O)O (2-[2-(5-Bromo-2-hydroxy-phenyl)-quinolin-6-yl]-1-cyclohexyl-1H-benzoimidazole-5-carboxylic acid), [OH-].[K+] (KOH), Compound 354e, ClC=1C=C2C=3C=C(C=CC3N(C2=CC1)C)C(C)=O (1-(6-chloro-9-methyl-9H-carbazol-3-yl)-ethanone). Run in C(C)O (ethanol), C(C)O (ethanol). The product is ClC=1C=C2C=3C=C(C=CC3N(C2=CC1)C)C1=NC2=CC=C(C=C2C=C1)C1=NC2=C(N1C1CCCCC1)C=CC(=C2)C(=O)O (2-[2-(6-chloro-9-methyl-9H-carbazol-3-yl)-quinolin-6-yl]-1-cyclohexyl-1H-benzoimidazole-5-carboxylic acid). Isolated yield 12.0%. As a reaction SMILES: Br[C:2]1[CH:3]=[CH:4][C:5](O)=[C:6]([C:8]2[CH:17]=[CH:16][C:15]3[C:10](=[CH:11][CH:12]=[C:13]([C:18]4[N:22]([CH:23]5[CH2:28][CH2:27][CH2:26][CH2:25][CH2:24]5)[C:21]5[CH:29]=[CH:30][C:31]([C:33]([OH:35])=[O:34])=[CH:32][C:20]=5[N:19]=4)[CH:14]=3)[N:9]=2)[CH:7]=1.[Cl:37][C:38]1[CH:39]=[C:40]2[C:48](=[CH:49][CH:50]=1)[N:47](C)[C:46]1C=CC(C(=O)C)=CC2=1.[OH-].[K+]>C(O)C>[Cl:37][C:38]1[CH:50]=[C:49]2[C:48](=[CH:40][CH:39]=1)[N:47]([CH3:46])[C:3]1[CH:4]=[CH:5][C:6]([C:8]3[CH:17]=[CH:16][C:15]4[C:10](=[CH:11][CH:12]=[C:13]([C:18]5[N:22]([CH:23]6[CH2:24][CH2:25][CH2:26][CH2:27][CH2:28]6)[C:21]6[CH:29]=[CH:30][C:31]([C:33]([OH:35])=[O:34])=[CH:32][C:20]=6[N:19]=5)[CH:14]=4)[N:9]=3)=[CH:7][C:2]2=1 |f:2.3|. Reported procedure: Following the procedure and workup for Compound 354, Compound 354e (100 mg, 0.256 mmol) was reacted with 1-(6-chloro-9-methyl-9H-carbazol-3-yl)-ethanone (0.256 mmol) in ethanol (2 mL) using 10% w/v KOH in ethanol (506 μL, 0.64 mmol) to produce the title compound (18 mg, 12% yield). MS: 585.21 (M+H+); HPLC Procedure A, retention time=16.25 min. The reactants are C1CCOC1, Cc1c(S(=O)(=O)Cl)sc2ccc(Cl)cc12, [NH4+], [OH-], O. Product: Cc1c(S(N)(=O)=O)sc2ccc(Cl)cc12. RXN SMILES: [CH2:18]1[O:19][CH2:20][CH2:21][CH2:22]1.[Cl:3][c:4]1[cH:5][c:6]2[c:7]([s:8][c:9]([S:12](=[O:13])(=[O:14])[Cl:15])[c:10]2[CH3:11])[cH:16][cH:17]1.[NH4+:1].[OH-:2].[OH2:23]>>[NH2:1][S:12]([c:9]1[s:8][c:7]2[c:6]([cH:5][c:4]([Cl:3])[cH:17][cH:16]2)[c:10]1[CH3:11])(=[O:13])=[O:14]. Reported procedure: (-)-2-Amino-1-butanol [100 grams, prepared according to D. Pitre and E. B. Grabitz, Chimia 23, 399 (1969)] was added in a dropwise manner to a stirred solution of tert-butanol (800 ml.) containing potassium tert-butoxide (126 grams). After warming this mixture to 70° C. to 80° C. for 2 hours, methyl iodide (175 grams) was added slowly at temperatures below 50° C. The suspension which formed was then stirred with refluxing overnight. After removal of the solid phase by filtration, the filtrate wa... The product is COCC(CC)NC1=C(C(=C(C=C1[N+](=O)[O-])C)C)[N+](=O)[O-] ((-)-N-[1-(Methoxymethyl)propyl]-2,6-dinitro-3,4-xylidine). RXN SMILES: [C:1]([OH:5])(C)(C)C.[CH2:6]([NH2:9])[CH2:7][CH3:8].Cl[C:11]1[C:12]([N+:22]([O-:24])=[O:23])=[C:13]([CH3:21])[C:14]([CH3:20])=[CH:15][C:16]=1[N+:17]([O-:19])=[O:18].[CH:25](Cl)(Cl)Cl>>[CH3:25][O:5][CH2:1][CH:6]([NH:9][C:11]1[C:16]([N+:17]([O-:19])=[O:18])=[CH:15][C:14]([CH3:20])=[C:13]([CH3:21])[C:12]=1[N+:22]([O-:24])=[O:23])[CH2:7][CH3:8]. Starting materials: C(C)(C)(C)O (tert-butanol), C(Cl)(Cl)Cl (chloroform), C(CC)N (propylamine), ClC=1C(=C(C(=CC1[N+](=O)[O-])C)C)[N+](=O)[O-] (4-chloro-3,5-dinitro-o-xylene). Reactants: C(C)(=O)C1=CSC=C1 (3-acetylthiophene), COCC1=C(N=CS1)C (5-methoxymethyl-4-methylthiazole). Yields the product COCC1=C(N=C(S1)C(C)(O)C1=CSC=C1)C (1-(5-Methoxymethyl-4-methyl-2-thiazolyl)-1-(3-thienyl)ethanol). As a reaction SMILES: [C:1]([C:4]1[CH:8]=[CH:7][S:6][CH:5]=1)(=[O:3])[CH3:2].[CH3:9][O:10][CH2:11][C:12]1[S:16][CH:15]=[N:14][C:13]=1[CH3:17]>>[CH3:9][O:10][CH2:11][C:12]1[S:16][C:15]([C:1]([C:4]2[CH:8]=[CH:7][S:6][CH:5]=2)([OH:3])[CH3:2])=[N:14][C:13]=1[CH3:17]. Procedure: The title compound was prepared by following the general method of Example 36 but using 3-acetylthiophene and 5-methoxymethyl-4-methylthiazole. Reactants: P(O)(O)(O)=O (orthophosphoric acid), Cl (hydrochloric acid). Product: P(=O)(O)(O)OP(=O)(O)O (pyrophosphoric acid). As a reaction SMILES: [P:1](=[O:5])([OH:4])([OH:3])[OH:2].Cl>>[P:1]([O:4][P:1]([OH:4])([OH:3])=[O:2])([OH:3])([OH:2])=[O:5]. Reported procedure: To do this, a concentrated orthophosphoric acid is entered into a cooled hydrochloric acid solution, while being mixed. In order to produce pyrophosphoric acid (H4P2O7) according to the reaction: